The task is: describe an organic reaction: reactants, conditions, products, and yield. This data is from the Open Reaction Database (ORD), a public repository of structured organic reaction records. Reaction conditions: time 2 hour. The solvent is CO (methanol). RXN SMILES: [CH3:1]/[C:2](/[CH2:8][CH2:9][CH2:10][C:11]([CH3:13])=[CH2:12])=[CH:3]\[C:4](OC)=[O:5].C1C=CC=CC=1.[H-].C([Al+]CC(C)C)C(C)C.Cl>CO>[CH3:1]/[C:2](/[CH2:8][CH2:9][CH2:10][C:11]([CH3:13])=[CH2:12])=[CH:3]\[CH2:4][OH:5] |f:2.3|. The product is C\C(=C/CO)\CCCC(=C)C ((E)-3,7-dimethyl-2,7-octadien-1-ol). Procedure: To a mixture of the foregoing dienoic ester (0.827 mmol) and 7.5 ml of benzene, under nitrogen, is added 1.5 ml of 1.78 M diisobutyl aluminum hydride (DIBAH). After about 2 hours, 1 ml more of DIBAH is added and the reaction continued to completion as checked by thin layer chromatography. The reaction is worked up by adding about 2 ml of methanol and dilute HCl. The aqueous layer is extracted with ether. Then the combined ether phases are washed with water and brine, dried over sodium sulfate an... The reactants are [H-].C(C(C)C)[Al+]CC(C)C (DIBAH), C\C(=C/C(=O)OC)\CCCC(=C)C (methyl (E)-3,7-dimethyl-2,7-octadienoate), C1=CC=CC=C1 (benzene), Cl (HCl), [H-].C(C(C)C)[Al+]CC(C)C (diisobutyl aluminum hydride). Starting materials: CCO, Cc1nc2ccc([N+](=O)[O-])cc2n1C, ClC(Cl)Cl, Cl, [Na+], [OH-], O, O, Cl[Sn]Cl. Yields the product Cc1nc2ccc(N)cc2n1C. As a reaction SMILES: [CH3:27][CH2:28][OH:29].[CH3:6][n:7]1[c:8]([CH3:19])[n:9][c:10]2[c:11]1[cH:12][c:13]([N+:16]([O-:17])=[O:18])[cH:14][cH:15]2.[CH:20]([Cl:21])([Cl:22])[Cl:23].[ClH:26].[Na+:25].[OH-:24].[OH2:1].[OH2:2].[Sn:3]([Cl:4])[Cl:5]>>[CH3:6][n:7]1[c:8]([CH3:19])[n:9][c:10]2[c:11]1[cH:12][c:13]([NH2:16])[cH:14][cH:15]2. Starting materials: CCOc1cc(C(=O)OC)cc([N+](=O)[O-])c1O, O=C(Cl)C(=O)Cl, CN(C)C=O. Product: CCOc1cc(C(=O)OC)cc([N+](=O)[O-])c1Cl. As a reaction SMILES: [CH3:1][O:2][C:3]([c:4]1[cH:5][c:6]([O:14][CH2:15][CH3:16])[c:7]([OH:13])[c:8]([N+:10](=[O:11])[O-:12])[cH:9]1)=[O:17].[Cl:18][C:19]([C:20]([Cl:21])=[O:22])=[O:23].[O:24]=[CH:25][N:26]([CH3:27])[CH3:28]>>[CH3:1][O:2][C:3]([c:4]1[cH:5][c:6]([O:14][CH2:15][CH3:16])[c:7]([Cl:18])[c:8]([N+:10](=[O:11])[O-:12])[cH:9]1)=[O:17]. Starting materials: C(=O)(OC(C)(C)C)N1C=C(C2=CC=CC=C12)C1=NC2=CC=CC=C2C(=C1)C(=O)O (2-(N-Boc-3-indolyl)-4-quinolinecarboxylic acid), ester, mixture, C(=O)(C(F)(F)F)O (TFA). Solvent: C(Cl)Cl (DCM). Run at temperature 20 celsius, time 30 minute. The product is N1C=C(C2=CC=CC=C12)C1=NC2=CC=CC=C2C(=C1)C(=O)O (2-(3-indolyl)-4-quinolinecarboxylic acid), ester. The yield is 95.0%. Reaction SMILES: C([N:8]1[C:16]2[C:11](=[CH:12][CH:13]=[CH:14][CH:15]=2)[C:10]([C:17]2[CH:26]=[C:25]([C:27]([OH:29])=[O:28])[C:24]3[C:19](=[CH:20][CH:21]=[CH:22][CH:23]=3)[N:18]=2)=[CH:9]1)(OC(C)(C)C)=O.C(O)(C(F)(F)F)=O>C(Cl)Cl>[NH:8]1[C:16]2[C:11](=[CH:12][CH:13]=[CH:14][CH:15]=2)[C:10]([C:17]2[CH:26]=[C:25]([C:27]([OH:29])=[O:28])[C:24]3[C:19](=[CH:20][CH:21]=[CH:22][CH:23]=3)[N:18]=2)=[CH:9]1. Reported procedure: To a 10 mL pear-shaped flask was added 2-(N-Boc-3-indolyl)-4-quinolinecarboxylic acid or ester (1 mmol) and 3 mL of a 50% mixture of TFA and DCM. The reaction mixture was stirred for 30 min at 20° C. The solvent was removed under reduced pressure and the residual solid lyophilized to give 2-(3-indolyl)-4-quinolinecarboxylic acid or ester (95-100% yield). Reactants: CC(C)(C)CC(=O)O, O=S(Cl)Cl, c1ccccc1. Yields the product CC(C)(C)CC(=O)O, [Cl-]. RXN SMILES: [C:1]([CH3:2])([CH3:3])([CH3:4])[CH2:5][C:6](=[O:7])[OH:8].[S:9]([Cl:10])([Cl:11])=[O:12].[cH:13]1[cH:14][cH:15][cH:16][cH:17][cH:18]1>>[C:1]([CH3:2])([CH3:3])([CH3:4])[CH2:5][C:6](=[O:7])[OH:8].[Cl-:11]. Starting materials: BrCSc1ccccc1, CC#N, OCc1cccn(-c2ccccc2)c1=S. Product: [Br-], OCc1ccc[n+](-c2ccccc2)c1SCSc1ccccc1. RXN SMILES: [Br:1][CH2:2][S:3][c:4]1[cH:5][cH:6][cH:7][cH:8][cH:9]1.[CH3:25][C:26]#[N:27].[OH:10][CH2:11][c:12]1[c:13](=[S:24])[n:14](-[c:18]2[cH:19][cH:20][cH:21][cH:22][cH:23]2)[cH:15][cH:16][cH:17]1>>[Br-:1].[CH2:2]([S:3][c:4]1[cH:5][cH:6][cH:7][cH:8][cH:9]1)[S:24][c:13]1[c:12]([CH2:11][OH:10])[cH:17][cH:16][cH:15][n+:14]1-[c:18]1[cH:19][cH:20][cH:21][cH:22][cH:23]1. Starting materials: CNC1=CC=CC=C1 (N-methylaniline), C(CCC)[Li] (n-butyl lithium), CCCCCC (hexane), lithium N-methylanilide, C1=CC=C(C=C1)N=C(Cl)Cl (phenyl isocyanide dichloride). Run in O1CCCC1 (tetrahydrofuran), O1CCCC1 (tetrahydrofuran), O1CCCC1 (tetrahydrofuran). Reaction conditions: temperature 0 celsius, time 1 hour. Product: C(C1=CC=CC=C1)(=N)N (benzamidine). RXN SMILES: C[NH:2][C:3]1C=CC=CC=1.C([Li])CCC.C1C=CC([N:20]=C(Cl)Cl)=CC=1.[CH3:24][CH2:25][CH2:26][CH2:27][CH2:28][CH3:29]>O1CCCC1>[C:3]([NH2:2])(=[NH:20])[C:26]1[CH:25]=[CH:24][CH:29]=[CH:28][CH:27]=1. Procedure: To 2.14 g (0.02 mol) of N-methylaniline in 20 ml of anhydrous tetrahydrofuran at 0° C. under a nitrogen atmosphere was added 8 ml of 2.5 M n-butyl lithium in hexane. The solution was stirred for one hour at 0° C. To the lithium N-methylanilide solution at -23° C. was added 3.48 g (0.02 mol) of phenyl isocyanide dichloride in 5 ml of tetrahydrofuran dropwise. The mixture was stirred for 15 minutes at -23° C. and one hour at 0° C. to afford a clear yellow solution to which 4.8 g (0.04 mol) of benz... The reactants are Cl.CC1(OB(OC1(C)C)C=1C=CC2=C(CNCCO2)C1)C (7-(4,4,5,5-tetramethyl-1,3,2-dioxaborolan-2-yl)-2,3,4,5-tetrahydro-1,4-benzoxazepine hydrochloride), CCN(C(C)C)C(C)C (DIPEA), ClC1=NC=NC(=C1CC1=CC=C(C=C1)F)C (4-chloro-5-(4-fluorobenzyl)-6-methylpyrimidine). Run in CN1CCCC1=O (NMP). Run at temperature 120 celsius. Yields the product FC1=CC=C(C=C1)CC=1C(=NC=NC1C)N1CCOC2=C(C1)C=C(C=C2)B2OC(C(O2)(C)C)(C)C (4-{5-[(4-fluorophenyl)methyl]-6-methylpyrimidin-4-yl}-7-(4,4,5,5-tetramethyl-1,3,2-dioxaborolan-2-yl)-2,3,4,5-tetrahydro-1,4-benzoxazepine). The yield is 79.5%. Reaction SMILES: Cl.[CH3:2][C:3]1([CH3:21])[C:7]([CH3:9])([CH3:8])[O:6][B:5]([C:10]2[CH:11]=[CH:12][C:13]3[O:19][CH2:18][CH2:17][NH:16][CH2:15][C:14]=3[CH:20]=2)[O:4]1.CCN(C(C)C)C(C)C.Cl[C:32]1[C:37]([CH2:38][C:39]2[CH:44]=[CH:43][C:42]([F:45])=[CH:41][CH:40]=2)=[C:36]([CH3:46])[N:35]=[CH:34][N:33]=1>CN1C(=O)CCC1>[F:45][C:42]1[CH:41]=[CH:40][C:39]([CH2:38][C:37]2[C:32]([N:16]3[CH2:15][C:14]4[CH:20]=[C:10]([B:5]5[O:4][C:3]([CH3:21])([CH3:2])[C:7]([CH3:8])([CH3:9])[O:6]5)[CH:11]=[CH:12][C:13]=4[O:19][CH2:18][CH2:17]3)=[N:33][CH:34]=[N:35][C:36]=2[CH3:46])=[CH:44][CH:43]=1 |f:0.1|. Procedure: To a solution of 7-(4,4,5,5-tetramethyl-1,3,2-dioxaborolan-2-yl)-2,3,4,5-tetrahydro-1,4-benzoxazepine hydrochloride (1.4 g, 4.5 mmol) and DIPEA (6.4 mL, 37 mmol) in NMP (24 mL) was added and 4-chloro-5-(4-fluorobenzyl)-6-methylpyrimidine (reagent preparation 5) (1.7 g, 7.3 mmol). The resulting mixture was heated (120° C.) for 12 h and then partitioned between ethyl acetate (100 mL) and 1N aqueous hydrochloric acid (50 mL). The organic layer was washed with additional 1N aqueous hydrochloric acid... Starting materials: CC1OC2=C(CN(C1)C(=O)OC(C)(C)C)SC=C2C(C)C (tert-Butyl 2-methyl-8-(1-methylethyl)-2,3-dihydrothieno[2,3-f][1,4]oxazepine-4(5H)-carboxylate). The solvent is C(C)(=O)OCC.Cl (hydrogen chloride-ethyl acetate). Product: COC=1C=C(C=CC1)C1=CSC=2CNCC(OC21)C (8-(3-methoxyphenyl)-2-methyl-2,3,4,5-tetrahydrothieno[2,3-f][1,4]oxazepine). The yield is 140.5%. As a reaction SMILES: [CH3:1][CH:2]1[CH2:8][N:7](C(OC(C)(C)C)=O)[CH2:6][C:5]2[S:16][CH:17]=[C:18]([CH:19]([CH3:21])[CH3:20])[C:4]=2[O:3]1>C(OCC)(=O)C.Cl>[CH3:2][O:3][C:4]1[CH:21]=[C:19]([C:18]2[C:4]3[O:3][CH:2]([CH3:1])[CH2:8][NH:7][CH2:6][C:5]=3[S:16][CH:17]=2)[CH:20]=[CH:6][CH:5]=1 |f:1.2|. Procedure: tert-Butyl 2-methyl-8-(1-methylethyl)-2,3-dihydrothieno[2,3-f][1,4]oxazepine-4(5H)-carboxylate (235 mg) was stirred in 4N hydrogen chloride-ethyl acetate solution (5 mL) for 20 min. The reaction solution was concentrated under reduced pressure, and the residue was recrystallized from ethyl acetate to give 2-methyl-8-(1-methylethyl)-2,3,4,5-tetrahydrothieno[2,3-f][1,4]oxazepine 1 hydrochloride (146 mg, 78%) as colorless crystals.